From a dataset of the Open Reaction Database (ORD), a public repository of structured organic reaction records. describe an organic reaction: reactants, conditions, products, and yield Starting materials: ClCC1=NC2=C(N1C1=CC=CC=C1)C=CC=C2 (2-chloromethyl-1-phenyl-1H-benzimidazole), C(C)(=O)N1C=NC(=C1)C (1-acetyl-4-methylimidazole). Run in C(C)#N (acetonitrile), [OH-].[Na+] (sodium hydroxide). The product is CC1=CN=CN1CC1=NC2=C(N1C1=CC=CC=C1)C=CC=C2 (2-(5-methylimidazol-1-yl)methyl-1-phenyl- 1H-benzimidazole). Isolated yield 11.7%. Reaction SMILES: Cl[CH2:2][C:3]1[N:7]([C:8]2[CH:13]=[CH:12][CH:11]=[CH:10][CH:9]=2)[C:6]2[CH:14]=[CH:15][CH:16]=[CH:17][C:5]=2[N:4]=1.C([N:21]1[CH:25]=[C:24]([CH3:26])[N:23]=[CH:22]1)(=O)C>C(#N)C.[OH-].[Na+]>[CH3:26][C:24]1[N:23]([CH2:2][C:3]2[N:7]([C:8]3[CH:13]=[CH:12][CH:11]=[CH:10][CH:9]=3)[C:6]3[CH:14]=[CH:15][CH:16]=[CH:17][C:5]=3[N:4]=2)[CH:22]=[N:21][CH:25]=1 |f:3.4|. Procedure details: A mixture of 2-chloromethyl-1-phenyl-1H-benzimidazole (4.8 g) and 1-acetyl-4-methylimidazole (2.4 g) in acetonitrile (25 ml) was refluxed for 48 hours. After removal of the solvent, the residue was pulverized in diethyl ether to give powder, which was taken up in 2.5 N sodium hydroxide (20 ml) and refluxed for 15 minutes. The resultant mixture was extracted twice with chloroform. The combined organic layer was extracted twice with 1 N hydrochloric acid. The combined aqueous layer was adjusted to... Starting materials: C1(CCCC1)OC=1C=C(C=NO)C=CC1OC (3-cyclopentyloxy-4-methoxybenzaldehyde oxime), resultant mixture, C(O)([O-])=O.[Na+] (sodium hydrogencarbonate). Solvent: C(C)(=O)O (acetic acid). Yields the product C1(CCCC1)OC=1C=C(C#N)C=CC1OC (3-cyclopentyloxy-4-methoxybenzonitrile). Yield: 71.4%. As a reaction SMILES: [CH:1]1([O:6][C:7]2[CH:8]=[C:9]([CH:13]=[CH:14][C:15]=2[O:16][CH3:17])[CH:10]=[N:11]O)[CH2:5][CH2:4][CH2:3][CH2:2]1.C(=O)([O-])O.[Na+]>C(O)(=O)C>[CH:1]1([O:6][C:7]2[CH:8]=[C:9]([CH:13]=[CH:14][C:15]=2[O:16][CH3:17])[C:10]#[N:11])[CH2:2][CH2:3][CH2:4][CH2:5]1 |f:1.2|. Reported procedure: 3-cyclopentyloxy-4-methoxybenzaldehyde (13.00 g, 59.02 mM) and hydroxylamine hydrochloride (8.46 g, 118.04 mM) were dissolved in pyridine (120 ml) and the resultant mixture was heated to reflux for 23 hours. The solution obtained was cooled to room temperature, water (100 ml) was added, then the solution was extracted with ethyl acetate. The organic layer was dried over anhydrous magnesium sulfate, then the solvent was removed in vacuo to obtain a green oily residue. The residue was purified by ... The reactants are C(C=C)C=1C=C2CCC(NC2=CC1O)=O (6-allyl-3,4-dihydro-7-hydroxy-2(1H)-quinolinone), C(C=C)C=1C(=CC=C2CCC(NC12)=O)O (8-allyl-3,4-dihydro-7-hydroxy-2(1H)-quinolinone), C(C=C)Br (allyl bromide). The solvent is CO (methanol), [OH-].[K+] (potassium hydroxide). Yields the product C(C=C)C=1C(=CC=C2CCC(NC12)=O)OCC=C (8-allyl-7-allyloxy-3,4-dihydro-2(1H)-quinolinone). Isolated yield 60.0%. RXN SMILES: [CH2:1]([C:4]1C=C2C(=CC=1O)NC(=O)CC2)[CH:2]=C.[CH2:16]([C:19]1[C:20]([OH:30])=[CH:21][CH:22]=[C:23]2[C:28]=1[NH:27][C:26](=[O:29])[CH2:25][CH2:24]2)[CH:17]=[CH2:18].C(Br)C=C>CO.[OH-].[K+]>[CH2:16]([C:19]1[C:20]([O:30][CH2:4][CH:1]=[CH2:2])=[CH:21][CH:22]=[C:23]2[C:28]=1[NH:27][C:26](=[O:29])[CH2:25][CH2:24]2)[CH:17]=[CH2:18] |f:4.5|. Reported procedure: 6.1 Grams of the mixture of 6-allyl-3,4-dihydro-7-hydroxy-2(1H)-quinolinone and 8-allyl-3,4-dihydro-7-hydroxy-2(1H)-quinolinone obtained in Example 8 was dissolved in 200 ml of methanol containing 1.8 g of potassium hydroxide. Under stirring, 3 ml of allyl bromide was added thereto at room temperature. The reaction mixture was stirred at room temperature for 4 hours, and further stirred at 60° C. for 1 hour. After the reaction was finished, the reaction mixture was concentrated under reduced pre... Reactants: FC1=CC=C(CN)C=C1 (4-fluorobenzylamine), ClC=1C2=C(N=C(N1)C1=CC=NO1)SC(=C2)Cl (4-chloro-2-(isoxazol-5-yl)-6-chloro-thieno-[2,3-d]-pyrimidine). The product is O1N=CC=C1C=1N=C(C2=C(N1)SC(=C2)Cl)NCC2=CC=C(C=C2)F (2-(isoxazol-5-yl)-4-(4-fluorobenzylamino)-6-chloro-thieno-[2,3-d]-pyrimidine). RXN SMILES: [F:1][C:2]1[CH:9]=[CH:8][C:5]([CH2:6][NH2:7])=[CH:4][CH:3]=1.Cl[C:11]1[C:12]2[CH:24]=[C:23]([Cl:25])[S:22][C:13]=2[N:14]=[C:15]([C:17]2[O:21][N:20]=[CH:19][CH:18]=2)[N:16]=1>>[O:21]1[C:17]([C:15]2[N:16]=[C:11]([NH:7][CH2:6][C:5]3[CH:8]=[CH:9][C:2]([F:1])=[CH:3][CH:4]=3)[C:12]3[CH:24]=[C:23]([Cl:25])[S:22][C:13]=3[N:14]=2)=[CH:18][CH:19]=[N:20]1. Procedure: With the procedure of Example 1, the reaction of 4-fluorobenzylamine with 4-chloro-2-(isoxazol-5-yl)-6-chloro-thieno-[2,3-d]-pyrimidine yields 2-(isoxazol-5-yl)-4-(4-fluorobenzylamino)-6-chloro-thieno-[2,3-d]-pyrimidine. Starting materials: BrC=1N=C(C(N(C1)C)=O)NC=1C=NC(=CC1)N1CCN(CC1)C1COC1 (5-Bromo-1-methyl-3-(6-(4-(oxetan-3-yl)piperazin-1-yl)pyridin-3-ylamino)pyrazin-2(1H)-one), C(C)(=O)OCC=1C(=NC=CC1B1OC(C(O1)(C)C)(C)C)N1C(C=2N(C=3CCCCC3C2)CC1)=O ((2-(1-Oxo-3,4,6,7,8,9-hexahydropyrazino[1,2-a]indol-2(1H)-yl)-4-(4,4,5,5-tetramethyl-1,3,2-dioxaborolan-2-yl)pyridin-3-yl)methyl acetate), C(C)(=O)[O-].[Na+] (sodium acetate), C(C)#N (acetonitrile). Reagents/catalysts: C1=CC=C(C=C1)P([C-]2C=CC=C2)C3=CC=CC=C3.C1=CC=C(C=C1)P([C-]2C=CC=C2)C3=CC=CC=C3.Cl[Pd]Cl.[Fe+2] (PdCl2(dppf)). Solvent: O (water). Conditions: temperature 80 celsius. Yields the product C(C)(=O)OCC=1C(=NC=CC1C=1N=C(C(N(C1)C)=O)NC=1C=NC(=CC1)N1CCN(CC1)C1COC1)N1C(C=2N(C=3CCCCC3C2)CC1)=O ((4-(4-Methyl-6-(6-(4-(oxetan-3-yl)piperazin-1-yl)pyridin-3-ylamino)-5-oxo-4,5-dihydropyrazin-2-yl)-2-(1-oxo-3,4,6,7,8,9-hexahydropyrazino[1,2-a]indol-2(1H)-yl)pyridin-3-yl)methyl Acetate). The yield is 70.5%. As a reaction SMILES: Br[C:2]1[N:3]=[C:4]([NH:10][C:11]2[CH:12]=[N:13][C:14]([N:17]3[CH2:22][CH2:21][N:20]([CH:23]4[CH2:26][O:25][CH2:24]4)[CH2:19][CH2:18]3)=[CH:15][CH:16]=2)[C:5](=[O:9])[N:6]([CH3:8])[CH:7]=1.[C:27]([O:30][CH2:31][C:32]1[C:33]([N:47]2[CH2:59][CH2:58][N:50]3[C:51]4[CH2:52][CH2:53][CH2:54][CH2:55][C:56]=4[CH:57]=[C:49]3[C:48]2=[O:60])=[N:34][CH:35]=[CH:36][C:37]=1B1OC(C)(C)C(C)(C)O1)(=[O:29])[CH3:28].C([O-])(=O)C.[Na+].C(#N)C>C1C=CC(P(C2C=CC=CC=2)[C-]2C=CC=C2)=CC=1.C1C=CC(P(C2C=CC=CC=2)[C-]2C=CC=C2)=CC=1.Cl[Pd]Cl.[Fe+2].O>[C:27]([O:30][CH2:31][C:32]1[C:33]([N:47]2[CH2:59][CH2:58][N:50]3[C:51]4[CH2:52][CH2:53][CH2:54][CH2:55][C:56]=4[CH:57]=[C:49]3[C:48]2=[O:60])=[N:34][CH:35]=[CH:36][C:37]=1[C:2]1[N:3]=[C:4]([NH:10][C:11]2[CH:12]=[N:13][C:14]([N:17]3[CH2:22][CH2:21][N:20]([CH:23]4[CH2:26][O:25][CH2:24]4)[CH2:19][CH2:18]3)=[CH:15][CH:16]=2)[C:5](=[O:9])[N:6]([CH3:8])[CH:7]=1)(=[O:29])[CH3:28] |f:2.3,5.6.7.8|. Procedure: A round-bottomed flask equipped with a reflux condenser was charged with 197e (200 mg, 0.48 mmol), 3-(acetoxymethyl)-2-(1-oxo-3,4,6,7,8,9-hexahydropyrazino[1,2-a]indol-2(1H)-yl)pyridin-4-ylboronic acid 113i (364 mg, 0.95 mmol), PdCl2(dppf) (40 mg, 0.049 mmol), K3PO43H2O (250 mg, 0.95 mmol), sodium acetate (80 mg, 0.95 mmol), acetonitrile (10 mL), and water (0.5 mL). After three cycles of vacuum/argon flush, the mixture was heated at 80° C. for 3 h. It was then filtered and the filtrate was evapo... Reactants: solution, Cl (hydrogen chloride), C(C)(C)(C)OC(=O)NC1C(CCC1)C=1SC2=C(N1)C=1C=CC=CC1C2 (2-[2-(tert-butoxycarbonylamino)cyclopentyl]-8H-indeno[1,2-d]thiazole). Solvent: C(C)(=O)OCC (ethyl acetate), C(C)(=O)OCC (ethyl acetate). Run at time 1 hour. The product is Cl.Cl.NC1C(CCC1)C=1SC2=C(N1)C=1C=CC=CC1C2 (2-(2-aminocyclopentyl)-8H-indeno[1,2-d]thiazole dihydrochloride). Reaction SMILES: C(OC([NH:8][CH:9]1[CH2:13][CH2:12][CH2:11][CH:10]1[C:14]1[S:15][C:16]2[CH2:25][C:24]3[CH:23]=[CH:22][CH:21]=[CH:20][C:19]=3[C:17]=2[N:18]=1)=O)(C)(C)C.[ClH:26]>C(OCC)(=O)C>[ClH:26].[ClH:26].[NH2:8][CH:9]1[CH2:13][CH2:12][CH2:11][CH:10]1[C:14]1[S:15][C:16]2[CH2:25][C:24]3[CH:23]=[CH:22][CH:21]=[CH:20][C:19]=3[C:17]=2[N:18]=1 |f:3.4.5|. Procedure: In 6 ml of ethyl acetate, 155 mg of 2-[2-(tert-butoxycarbonylamino)cyclopentyl]-8H-indeno[1,2-d]thiazole was dissolved. Then, 15 ml of a 4N solution of hydrogen chloride in ethyl acetate was added, followed by stirring at room temperature for one hour. The crystals precipitated were collected by filtration, and the crystals were recrystallized from ethyl acetate-methanol, whereby 39 mg of 2-(2-aminocyclopentyl)-8H-indeno[1,2-d]thiazole dihydrochloride was obtained.